Dataset: the Open Reaction Database (ORD), a public repository of structured organic reaction records. Task: describe an organic reaction: reactants, conditions, products, and yield The reactants are CC(=O)C(C)C, CC(C)(C)OC(=O)C(Cl)Cl, C1CCOC1, O. Product: CC(C)C1(C)OC1(Cl)C(=O)OC(C)(C)C. RXN SMILES: [CH:1]([CH3:2])([CH3:3])[C:4](=[O:5])[CH3:6].[Cl:7][CH:8]([C:9](=[O:10])[O:11][C:12]([CH3:13])([CH3:14])[CH3:15])[Cl:16].[O:18]1[CH2:19][CH2:20][CH2:21][CH2:22]1.[OH2:17]>>[CH:1]([CH3:2])([CH3:3])[C:4]1([CH3:6])[O:5][C:8]1([C:9](=[O:10])[O:11][C:12]([CH3:13])([CH3:14])[CH3:15])[Cl:16]. Starting materials: CCOC(C(=O)OC)C(O)c1ccc(-c2cccc(CNCC(=O)OC(C)(C)C)c2)cc1, CC[SiH](CC)CC, CCOC(C)=O, [Na+], [OH-], O=C(O)C(F)(F)F. Product: CCOC(C(=O)OC)C(O)c1ccc(-c2cccc(CNC)c2)cc1. Reaction SMILES: [C:1]([O:2][C:3](=[O:4])[CH2:8][NH:9][CH2:10][c:11]1[cH:12][c:13](-[c:17]2[cH:18][cH:19][c:20]([CH:23]([CH:24]([C:25](=[O:26])[O:27][CH3:28])[O:29][CH2:30][CH3:31])[OH:32])[cH:21][cH:22]2)[cH:14][cH:15][cH:16]1)([CH3:5])([CH3:6])[CH3:7].[CH2:33]([SiH:34]([CH2:35][CH3:36])[CH2:37][CH3:38])[CH3:39].[CH3:40][CH2:41][O:42][C:43](=[O:44])[CH3:45].[Na+:47].[OH-:46].[OH:48][C:49]([C:50]([F:51])([F:52])[F:53])=[O:54]>>[CH3:8][NH:9][CH2:10][c:11]1[cH:12][c:13](-[c:17]2[cH:18][cH:19][c:20]([CH:23]([CH:24]([C:25](=[O:26])[O:27][CH3:28])[O:29][CH2:30][CH3:31])[OH:32])[cH:21][cH:22]2)[cH:14][cH:15][cH:16]1. Starting materials: COC1=CC(=C(C=C1)C1C(C(C2=CC=C(C=C12)OCCC)C1=CC2=C(C=C1)OCO2)C(=O)OC)OCOC (methyl(1RS,2RS,3RS)-3-(4-methoxy-2-methoxymethoxyphenyl)-1-(3,4-methylenedioxyphenyl)-5-(prop-1-yloxy)indane-2-carboxylate), [OH-].[Na+] (NaOH). Solvent: C(C)(C)O (isopropyl alcohol). The product is COC1=CC(=C(C=C1)C1C(C(C2=CC=C(C=C12)OCCC)C1=CC2=C(C=C1)OCO2)C(=O)O)OCOC ((1RS,2SR,3RS)-3-(4-Methoxy-2-methoxymethoxyphenyl)-1-(3,4-methylenedioxyphenyl)-5-(prop-1-yloxy)indane-2-carboxylic acid). Yield: 85.0%. RXN SMILES: [CH3:1][O:2][C:3]1[CH:8]=[CH:7][C:6]([CH:9]2[C:17]3[C:12](=[CH:13][CH:14]=[C:15]([O:18][CH2:19][CH2:20][CH3:21])[CH:16]=3)[CH:11]([C:22]3[CH:27]=[CH:26][C:25]4[O:28][CH2:29][O:30][C:24]=4[CH:23]=3)[CH:10]2[C:31]([O:33]C)=[O:32])=[C:5]([O:35][CH2:36][O:37][CH3:38])[CH:4]=1.[OH-].[Na+]>C(O)(C)C>[CH3:1][O:2][C:3]1[CH:8]=[CH:7][C:6]([CH:9]2[C:17]3[C:12](=[CH:13][CH:14]=[C:15]([O:18][CH2:19][CH2:20][CH3:21])[CH:16]=3)[CH:11]([C:22]3[CH:27]=[CH:26][C:25]4[O:28][CH2:29][O:30][C:24]=4[CH:23]=3)[CH:10]2[C:31]([OH:33])=[O:32])=[C:5]([O:35][CH2:36][O:37][CH3:38])[CH:4]=1 |f:1.2|. Procedure: A solution of methyl(1RS,2RS,3RS)-3-(4-methoxy-2-methoxymethoxyphenyl)-1-(3,4-methylenedioxyphenyl)-5-(prop-1-yloxy)indane-2-carboxylate (2.42 g, 4.6 mmol) in isopropyl alcohol (30 ml) with aqueous NaOH (8 ml of 5N solution) was refluxed for 4 h. The resultant mixture was partitioned between EtOAc and 3N HCl. The organic extract was washed with H2O then brine, dried (Na2SO4) and solvent removed in vacuo to afford the title compound as a colorless oil (1.98 g, 84%). Reactants: [BH4-].[Na+] (sodium borohydride), BrC1=CC2=C(OC(C(C2=O)C)(C)C)C=C1 (6-Bromo-3,4-dihydro-4-oxo-2,2,3-trimethyl-2H-benzo[b]pyran), C1(=CC=C(C=C1)S(=O)(=O)O)C (paratoluenesulphonic acid). Run in C1(=CC=CC=C1)C (toluene), C(C)O (ethanol). Conditions: time 3 hour. Yields the product BrC1=CC2=C(OC(C(=C2)C)(C)C)C=C1 (6-bromo-2,2,3-trimethyl-2H-benzo[b]pyran). The yield is 91.4%. Reaction SMILES: [Br:1][C:2]1[CH:15]=[CH:14][C:5]2[O:6][C:7]([CH3:13])([CH3:12])[CH:8]([CH3:11])[C:9](=O)[C:4]=2[CH:3]=1.[BH4-].[Na+].C1(C)C=CC(S(O)(=O)=O)=CC=1>C(O)C.C1(C)C=CC=CC=1>[Br:1][C:2]1[CH:15]=[CH:14][C:5]2[O:6][C:7]([CH3:12])([CH3:13])[C:8]([CH3:11])=[CH:9][C:4]=2[CH:3]=1 |f:1.2|. Procedure details: 6-Bromo-3,4-dihydro-4-oxo-2,2,3-trimethyl-2H-benzo[b]pyran (407 g) (see Preparation 3) was dissolved in ethanol (1500 ml), cooled in an ice bath and sodium borohydride (61.4 g) was added portionwise over 20 minutes. The mixture was stirred at room temperature for 3 hours, the solvent removed under reduced pressure, the residue dissolved in diethyl ether and the mixture washed first with water and then with brine. The organic layer was dried (anhydrous magnesium sulphate) and the solvent removed ... The reactants are C(C)N(C(C)=O)CC(C)Cl (1-(N-ethylacetamido)-2-chloro-propane), CC1=C(N)C(=CC=C1)C (2,6-dimethyl-aniline), C(C)NCC(C)O (1-Ethylamino-2-propanol), [OH-].[K+] (potassium hydroxide), C(C)N(C(C)=O)CC(C)O (1-(N-ethyl-acetamido)-2-propanol), N (ammonia). Run in Cl (hydrochloric acid). Yields the product C(C)NCC(C)NC1=C(C=CC=C1C)C (1-ethylamino-2-(2,6-dimethylphenyl-amino)-propane). RXN SMILES: [CH2:1]([NH:3][CH2:4][CH:5](O)[CH3:6])[CH3:2].[OH-].[K+].C(N(CC(O)C)C(=O)C)C.C(N(CC(Cl)C)C(=O)C)C.[CH3:30][C:31]1[CH:37]=[CH:36][CH:35]=[C:34]([CH3:38])[C:32]=1[NH2:33].N>Cl>[CH2:1]([NH:3][CH2:4][CH:5]([NH:33][C:32]1[C:34]([CH3:38])=[CH:35][CH:36]=[CH:37][C:31]=1[CH3:30])[CH3:6])[CH3:2] |f:1.2|. Procedure details: 1-Ethylamino-2-propanol is diacetylated according to the method of W. J. Bailey and C. N. Bird [J. Org. Chem. 23, 996 (1958)], and then the ester group of the product is hydrolyzed to free hydroxy group in a 10% ethanolic potassium hydroxide solution at room temperature. The resulting 1-(N-ethyl-acetamido)-2-propanol, bp.: 100°-110° C./53.3 Pa, is chlorinated as described in Step b) of Example 31 under boiling the mixture for 3 hours, and the resulting 1-(N-ethylacetamido)-2-chloro-propane, b.p.... Reactants: CCOC(=O)CP(=O)(OCC)OCC, Cc1nn(Cc2ccc(OCc3nc(-c4ccccc4)oc3C)cc2)c(C)c1C=O, CN(C)C=O, [H-], [Na+], O. The product is CCOC(=O)C=Cc1c(C)nn(Cc2ccc(OCc3nc(-c4ccccc4)oc3C)cc2)c1C. Reaction SMILES: [CH2:31]([O:32][P:33]([O:34][CH2:35][CH3:36])(=[O:37])[CH2:39][C:40](=[O:41])[O:42][CH2:43][CH3:44])[CH3:38].[CH3:1][c:2]1[n:3][n:4]([CH2:10][c:11]2[cH:12][cH:13][c:14]([O:17][CH2:18][c:19]3[n:20][c:21](-[c:25]4[cH:26][cH:27][cH:28][cH:29][cH:30]4)[o:22][c:23]3[CH3:24])[cH:15][cH:16]2)[c:5]([CH3:9])[c:6]1[CH:7]=[O:8].[CH3:48][N:49]([CH3:50])[CH:51]=[O:52].[H-:45].[Na+:46].[OH2:47]>>[CH3:1][c:2]1[n:3][n:4]([CH2:10][c:11]2[cH:12][cH:13][c:14]([O:17][CH2:18][c:19]3[n:20][c:21](-[c:25]4[cH:26][cH:27][cH:28][cH:29][cH:30]4)[o:22][c:23]3[CH3:24])[cH:15][cH:16]2)[c:5]([CH3:9])[c:6]1[CH:7]=[CH:39][C:40](=[O:41])[O:42][CH2:43][CH3:44]. The reactants are C(CCC)C=1N(C(=CN1)C=O)CC1=CC=C(C(=O)O)C=C1 (4-[(2-n-butyl-5-formyl-1H-imidazol-1-yl)methyl]benzoic acid), S1C(=CC=C1)CC(C(=O)OCC)C(=O)[O-] ((2-thienylmethyl)propanedioic acid, mono-ethyl ester), steel, N1CCCCC1 (Piperdine), C(CCC)C=1N(C(=CN1)C=O)CC1=CC=C(C(=O)O)C=C1 (4-[(2-n-butyl-5-formyl-1H-imidazol-1-yl)methyl]benzoic acid), C(CCC)C=1N(C(=CN1)C=O)CC1=CC=C(C(=O)O)C=C1 (4-[(2-n-butyl-5-formyl-1H-imidazol-1-yl)methyl]benzoic acid), [OH-].[Na+] (sodium hydroxide), S1C(=CC=C1)CC(C(=O)OCC)C(=O)[O-] ((2-thienylmethyl)propanedioic acid, mono-ethyl ester), C(CCC)C=1N(C(=CN1)C=O)CC1=CC=C(C(=O)O)C=C1 (4-[(2-n-butyl-5-formyl-1H-imidazol-1-yl)methyl]benzoic acid). Solvent: C1(=CC=CC=C1)C (toluene), O (water), O (water). Reaction conditions: temperature 57.5 celsius, time 2 hour. Product: C(CCC)C=1N(C(=CN1)\C=C(\C(=O)O)/CC=1SC=CC1)CC1=CC=C(C=C1)C(=O)O ((E)-α-[[2-Butyl-1-[(4-carboxyphenyl)-methyl]-1H-imidazol-5-yl]methylene]-2-thiophene Propanoic Acid). Reaction SMILES: [CH2:1]([C:5]1[N:6]([CH2:12][C:13]2[CH:21]=[CH:20][C:16]([C:17]([OH:19])=[O:18])=[CH:15][CH:14]=2)[C:7]([CH:10]=O)=[CH:8][N:9]=1)[CH2:2][CH2:3][CH3:4].[S:22]1[CH:26]=[CH:25][CH:24]=[C:23]1[CH2:27][CH:28](C([O-])=O)[C:29]([O:31]CC)=[O:30].N1CCCCC1.[OH-].[Na+]>O.C1(C)C=CC=CC=1>[CH2:1]([C:5]1[N:6]([CH2:12][C:13]2[CH:21]=[CH:20][C:16]([C:17]([OH:19])=[O:18])=[CH:15][CH:14]=2)[C:7](/[CH:10]=[C:28](\[CH2:27][C:23]2[S:22][CH:26]=[CH:25][CH:24]=2)/[C:29]([OH:31])=[O:30])=[CH:8][N:9]=1)[CH2:2][CH2:3][CH3:4] |f:3.4|. Procedure details: A glass-lined steel reaction vessel is charged with 4-[(2-n-butyl-5-formyl-1H-imidazol-1-yl)methyl]benzoic acid, (2-thienylmethyl)propanedioic acid, mono-ethyl ester (about 1.9 molar equivalents relative to assayed 4-[(2-n-butyl-5-formyl-1H-imidazol-1-yl)methyl]benzoic acid), and toluene (about 6.3 g per gram of assayed 4-[(2-n-butyl-5-formyl-1H-imidazol-1-yl)methyl]benzoic acid) and heated to 55-60° C. Piperdine (approximately 66 mol % relative to 4-[(2-n-butyl-5-formyl-1H-imidazol-1-yl)methyl]...